Dataset: the Open Reaction Database (ORD), a public repository of structured organic reaction records. Task: describe an organic reaction: reactants, conditions, products, and yield The reactants are O=C1C(CCC2=CC=CC=C12)NC(C)=O (N-(1-oxo-1,2,3,4-tetrahydronaphthalen-2-yl)-acetamide), Cl (hydrochloric acid). Reaction conditions: temperature 100 celsius, time 5 hour. The product is Cl.NC1C(C2=CC=CC=C2CC1)=O (2-amino-3,4-dihydro-2H-naphthalen-1-one hydrochloride). Isolated yield 100.0%. RXN SMILES: [O:1]=[C:2]1[C:11]2[C:6](=[CH:7][CH:8]=[CH:9][CH:10]=2)[CH2:5][CH2:4][CH:3]1[NH:12]C(=O)C.[ClH:16]>>[ClH:16].[NH2:12][CH:3]1[CH2:4][CH2:5][C:6]2[C:11](=[CH:10][CH:9]=[CH:8][CH:7]=2)[C:2]1=[O:1] |f:2.3|. Reported procedure: N-(1-oxo-1,2,3,4-tetrahydronaphthalen-2-yl)-acetamide (16.5 g, 81 mmol) was added to 3N aqueous hydrochloric acid (270 ml) and stirred at 100° C. for 5 hours. After removal of the solvent, the precipitate was filtered, washed with ethanol, and dried to give 2-amino-3,4-dihydro-2H-naphthalen-1-one hydrochloride (16.0 g, 81 mmol, 100%) as white crystals. Reactants: C(=O)([O-])[O-].[K+].[K+] (K2CO3), C(=O)(C(F)(F)F)O (TFA), C(C1=CC=CC=C1)OC(=O)N1C(CC(C1)OC(C)=O)CC1=CNC2=CC(=CC=C12)F (4-Acetoxy-2-(6-fluoro-1H-indol-3-ylmethyl)-pyrrolidine-1-carboxylic acid benzyl ester). Solvent: CCOC(=O)C (EtOAc), CCOC(=O)C (EtOAc). Reaction conditions: temperature 3 celsius, time 4.75 hour. Yields the product N1C(=CC2=CC=CC=C12)N1CCC2=CC=CC=C12 (indolylindoline). RXN SMILES: C(OC(N1CC(OC(=O)C)CC1C[C:21]1[C:29]2[C:24](=[CH:25][C:26](F)=[CH:27][CH:28]=2)[NH:23][CH:22]=1)=O)C1C=CC=CC=1.[C:31](O)([C:33](F)(F)F)=O.C([O-])([O-])=O.[K+].[K+]>CCOC(C)=O>[NH:23]1[C:31]2[C:33](=[CH:29][CH:24]=[CH:25][CH:26]=2)[CH:21]=[C:22]1[N:23]1[C:24]2[C:29](=[CH:28][CH:27]=[CH:26][CH:25]=2)[CH2:21][CH2:22]1 |f:2.3.4|. Procedure: A solution containing 8 (2.9 g, 7.1 mmol) in EtOAc (ca. 5 mL) was cooled in an ice-bath and pre-cooled TFA (20.3 mL) was added in one portion. The resulting yellow-colored solution was stirred at 2-4° C. After 4.75 h, the cold reaction mixture was transferred (via canula) with stirring into a pre-cooled mixture of EtOAc (30 mL), and 25% aq. K2CO3 (80.7 g). The aqueous layer was separated and extracted with EtOAc (3×30 mL) and the combined organic extracts were washed with 10% aq. Na2CO3 (30 g). ... Starting materials: creatyl-L-glutamine, N[C@@H](CCC(N)=O)C(=O)O (L-glutamine), ClCC(=O)Cl (2-chloroacetyl chloride). Yields the product ClCC(=O)N[C@@H](CCC(N)=O)C(=O)O (N-chloroacetyl-L-Glutamine). RXN SMILES: [NH2:1][C@H:2]([C:8]([OH:10])=[O:9])[CH2:3][CH2:4][C:5](=[O:7])[NH2:6].[Cl:11][CH2:12][C:13](Cl)=[O:14]>>[Cl:11][CH2:12][C:13]([NH:1][C@H:2]([C:8]([OH:10])=[O:9])[CH2:3][CH2:4][C:5](=[O:7])[NH2:6])=[O:14]. Reported procedure: To illustrate, creatyl-L-glutamine can be synthesized as follows. First, L-glutamine as the starting material is reacted with 2-chloroacetyl chloride to obtain N-chloroacetyl-L-Glutamine. This intermediate is converted to sarcosyl-L-glutamine in aqueous methylamine solution. Sarcosyl-L-glutamine is further treated to obtain creatyl-L-glutamine. In this way, a dipeptide creatyl-L-glutamine is obtained from glutamine. Starting materials: OC(CC#C)CCCC (4-hydroxy-1-octyne), C#C (acetylene), N1=CC=CC=C1 (pyridine), C(C1=CC=CC=C1)(=O)Cl (benzoyl chloride). Run in O (water). Run at time 1.5 hour. Product: C(C1=CC=CC=C1)(=O)OC(CC#C)CCCC (4-Benzoyloxy-1-octyne). Reaction SMILES: [OH:1][CH:2]([CH2:6][CH2:7][CH2:8][CH3:9])[CH2:3][C:4]#[CH:5].N1C=CC=CC=1.[C:16](Cl)(=[O:23])[C:17]1[CH:22]=[CH:21][CH:20]=[CH:19][CH:18]=1.C#C>O>[C:16]([O:1][CH:2]([CH2:6][CH2:7][CH2:8][CH3:9])[CH2:3][C:4]#[CH:5])(=[O:23])[C:17]1[CH:22]=[CH:21][CH:20]=[CH:19][CH:18]=1. Reported procedure: To a stirred solution of 63 g. (0.50 moles ) of 4-hydroxy-1-octyne (Example 893) in 500 ml. of pyridine is added 77 g. (0.55 moles) of benzoyl chloride. After stirring for 1.5 hours the mixture is treated with 10 ml. of water, allowed to stand for 15 minutes, and concentrated. A solution of the residue in ether is washed successively with ice-cold hydrochloric acid, water, sodium bicarbonate solution, and brine. The solution is dried over magnesium sulfate, filtered through Celite, and concentra... The reactants are BrC=1C(=C(C(=C2C1C(=O)OC2=O)Br)Br)Br (Tetrabromophthalic anhydride), NC=1C(=CC(=C(C(=O)OC(C)C)C1)Cl)F (1-methylethyl 5-amino-2-chloro-4-fluorobenzoate). The solvent is C1(=CC=CC=C1)C (toluene). Conditions: time 8 hour. The product is BrC1=C(C(=O)O)C(=C(C(=C1Br)Br)Br)C(=O)NC1=C(C=C(C(=C1)C(=O)OC(C)C)Cl)F (2,3,4,5-Tetrabromo-6-[[[4-chloro-2-fluoro-5-(1-methylethoxycarbonyl)phenyl]amino]carbonyl]benzoic acid). Reaction SMILES: [Br:1][C:2]1[C:3]([Br:15])=[C:4]([Br:14])[C:5]([Br:13])=[C:6]2[C:11](=[O:12])[O:10][C:8](=[O:9])[C:7]=12.[NH2:16][C:17]1[C:18]([F:30])=[CH:19][C:20]([Cl:29])=[C:21]([CH:28]=1)[C:22]([O:24][CH:25]([CH3:27])[CH3:26])=[O:23]>C1(C)C=CC=CC=1>[Br:13][C:5]1[C:4]([Br:14])=[C:3]([Br:15])[C:2]([Br:1])=[C:7]([C:8]([NH:16][C:17]2[CH:28]=[C:21]([C:22]([O:24][CH:25]([CH3:26])[CH3:27])=[O:23])[C:20]([Cl:29])=[CH:19][C:18]=2[F:30])=[O:9])[C:6]=1[C:11]([OH:10])=[O:12]. Reported procedure: Tetrabromophthalic anhydride (6.67 g, 0.014 mole) and 1-methylethyl 5-amino-2-chloro-4-fluorobenzoate (3.33 g, 0.014 mole) were heated to reflux with stirring in about 150 ml of toluene, then left overnight at room temperature. Filtration of the reaction mixture gave the title compound, m.p. 160°-165° C. (decomp.). The reactants are CN1N=C(N=C1C=O)N1CCCC1 (1-methyl-3-(pyrrolidin-1-yl)-1H-1,2,4-triazole-5-carbaldehyde), [Cl-].CC1=CN=C(C=2N1N=C(N2)C[P+](C2=CC=CC=C2)(C2=CC=CC=C2)C2=CC=CC=C2)C (((5,8-dimethyl-[1,2,4]triazolo[1,5-a]pyrazin-2-yl)methyl)triphenylphosphonium chloride). The product is C1(CC1)N(C)C1=NN(C(=N1)C=CC1=NN2C(C(=NC=C2C)C)=N1)C (Cyclopropyl-{5-[2-(5,8-dimethyl-[1,2,4]triazolo[1,5-a]pyrazin-2-yl)-vinyl]-1-methyl-1H-[1,2,4]triazol-3-yl}-methyl-amine). Isolated yield 52.6%. RXN SMILES: [CH3:1][N:2]1[C:6]([CH:7]=O)=[N:5][C:4]([N:9]2[CH2:13][CH2:12][CH2:11][CH2:10]2)=[N:3]1.[Cl-].[CH3:15][C:16]1[N:21]2[N:22]=[C:23]([CH2:25][P+](C3C=CC=CC=3)(C3C=CC=CC=3)C3C=CC=CC=3)[N:24]=[C:20]2[C:19]([CH3:45])=[N:18][CH:17]=1>>[CH:13]1([N:9]([C:4]2[N:5]=[C:6]([CH:7]=[CH:25][C:23]3[N:24]=[C:20]4[C:19]([CH3:45])=[N:18][CH:17]=[C:16]([CH3:15])[N:21]4[N:22]=3)[N:2]([CH3:1])[N:3]=2)[CH3:10])[CH2:11][CH2:12]1 |f:1.2|. Procedure details: Was prepared in the same manner as described in General Procedure Example 1g) using 1-methyl-3-(pyrrolidin-1-yl)-1H-1,2,4-triazole-5-carbaldehyde (75 mg, 416 μmol, Eq: 1.00) and ((5,8-dimethyl-[1,2,4]triazolo[1,5-a]pyrazin-2-yl)methyl)triphenylphosphonium chloride (191 mg, 416 μmol, Eq: 1.00) as starting materials. Chromatography afforded Cyclopropyl-{5-[2-(5,8-dimethyl-[1,2,4]triazolo[1,5-a]pyrazin-2-yl)-vinyl]-1-methyl-1H-[1,2,4]triazol-3-yl}-methyl-amine (71 mg, 52.6%) as light yellow solid. ... Reactants: N1[C@@H](CCCC1)CO ((2S)-piperidin-2-ylmethanol), [H-].[Na+] (sodium hydride), ice, ClC=1C=CC=2N(N1)C(=CN2)C2=CC=1C(=NC=CC1O2)OC (6-chloro-3-(4-methoxyfuro[3,2-c]-pyridin-2-yl)imidazo[1,2-b]pyridazine). Solvent: C1CCOC1 (THF). Conditions: temperature 40 celsius, time 72 hour. Product: COC1=NC=CC2=C1C=C(O2)C2=CN=C1N2N=C(C=C1)OC[C@H]1NCCCC1 (3-(4-Methoxyfuro[3,2-c]pyridin-2-yl)-6-[(2S)-piperidin-2-ylmethoxy]imidazo-[1,2-b]pyridazine). Reaction SMILES: [NH:1]1[CH2:6][CH2:5][CH2:4][CH2:3][C@H:2]1[CH2:7][OH:8].[H-].[Na+].Cl[C:12]1[CH:13]=[CH:14][C:15]2[N:16]([C:18]([C:21]3[O:29][C:28]4[CH:27]=[CH:26][N:25]=[C:24]([O:30][CH3:31])[C:23]=4[CH:22]=3)=[CH:19][N:20]=2)[N:17]=1>C1COCC1>[CH3:31][O:30][C:24]1[C:23]2[CH:22]=[C:21]([C:18]3[N:16]4[N:17]=[C:12]([O:8][CH2:7][C@@H:2]5[CH2:3][CH2:4][CH2:5][CH2:6][NH:1]5)[CH:13]=[CH:14][C:15]4=[N:20][CH:19]=3)[O:29][C:28]=2[CH:27]=[CH:26][N:25]=1 |f:1.2|. Procedure: At 0° C. 86 mg (0.44 mmol) (2S)-piperidin-2-ylmethanol were added to 132 mg (3.3 mmol) sodium hydride (60% in mineral oil) in 4 mL anhydrous THF. After 15 min of stirring on the ice bath, 141 mg (0.33 mmol) of 6-chloro-3-(4-methoxyfuro[3,2-c]-pyridin-2-yl)imidazo[1,2-b]pyridazine were added. The ice bath was removed and the mixture was stirred for 72 h at 40° C.